describe an organic reaction: reactants, conditions, products, and yield From a dataset of the Open Reaction Database (ORD), a public repository of structured organic reaction records. Starting materials: O (Water), BrC1=C(C=CC=C1)O (2-Bromophenol), BrC(C)C (2-bromopropane), C([O-])([O-])=O.[Cs+].[Cs+] (cesium carbonate). The solvent is CN(C=O)C (dimethylformamide). Run at time 8 hour. Product: BrC1=C(C=CC=C1)OC(C)C (2-Bromo-isopropyloxybenzene). The yield is 83.7%. As a reaction SMILES: [Br:1][C:2]1[CH:7]=[CH:6][CH:5]=[CH:4][C:3]=1[OH:8].C(=O)([O-])[O-].[Cs+].[Cs+].Br[CH:16]([CH3:18])[CH3:17].O>CN(C)C=O>[Br:1][C:2]1[CH:7]=[CH:6][CH:5]=[CH:4][C:3]=1[O:8][CH:16]([CH3:18])[CH3:17] |f:1.2.3|. Procedure: 2-Bromophenol (500 mg, 2.9 mmol) was dissolved in dry dimethylformamide (5 mL) under a dry nitrogen atmosphere. Powdered dry cesium carbonate (1.41. g, 4.34 mmol) was added, followed by the addition of 2-bromopropane (404 μL, 4.05 mmol) over a 2 min period. The mixture was stirred at room temperature overnight. Water (50 mL) was added and the mixture extracted with ethyl acetate (2×50 mL). The combined extracts were successively washed with water (25 mL) and saturated salt solution (25 mL) and d... Reaction SMILES: [C:44]([n:45]1[cH:46][cH:47][n:48][cH:49]1)([n:50]1[cH:51][cH:52][n:53][cH:54]1)=[O:55].[CH3:56][S:57](=[O:58])(=[O:59])[NH2:60].[Cl:1][c:2]1[cH:3][cH:4][c:5]2[c:9]([cH:10]1)[NH:8][C:7](=[O:11])[C:6]21[CH:12]([c:36]2[c:37]([CH3:43])[cH:38][cH:39][c:40]([Cl:42])[cH:41]2)[NH:13][C:14](=[O:35])[CH2:15][CH:16]1[c:17]1[c:18]([O:24][C:25]([CH2:26][CH2:27][CH3:28])([CH2:29][CH2:30][CH3:31])[C:32](=[O:33])[OH:34])[cH:19][cH:20][c:21]([Cl:23])[cH:22]1.[ClH:63].[H-:62].[Na+:61].[O:64]=[CH:65][N:66]([CH3:67])[CH3:68].[OH2:69]>>[Cl:1][c:2]1[cH:3][cH:4][c:5]2[c:9]([cH:10]1)[NH:8][C:7](=[O:11])[C:6]21[CH:12]([c:36]2[c:37]([CH3:43])[cH:38][cH:39][c:40]([Cl:42])[cH:41]2)[NH:13][C:14](=[O:35])[CH2:15][CH:16]1[c:17]1[c:18]([O:24][C:25]([CH2:26][CH2:27][CH3:28])([CH2:29][CH2:30][CH3:31])[C:32](=[O:33])[NH:60][S:57]([CH3:56])(=[O:58])=[O:59])[cH:19][cH:20][c:21]([Cl:23])[cH:22]1. Starting materials: O=C(n1ccnc1)n1ccnc1, CS(N)(=O)=O, CCCC(CCC)(Oc1ccc(Cl)cc1C1CC(=O)NC(c2cc(Cl)ccc2C)C12C(=O)Nc1cc(Cl)ccc12)C(=O)O, Cl, [H-], [Na+], CN(C)C=O, O. The product is CCCC(CCC)(Oc1ccc(Cl)cc1C1CC(=O)NC(c2cc(Cl)ccc2C)C12C(=O)Nc1cc(Cl)ccc12)C(=O)NS(C)(=O)=O.